Dataset: the Open Reaction Database (ORD), a public repository of structured organic reaction records. Task: describe an organic reaction: reactants, conditions, products, and yield Reactants: C(Br)(Br)(Br)Br (carbon tetrabromide), C1(CC1)C=1C=C(C(N2C=CC(=C(C12)C)C1=CC=C(C=C1)CO)=O)C(=O)OCC (ethyl 1-cyclopropyl-8-(4-hydroxymethylphenyl)-9-methyl-4-oxo-4H-quinolizine-3-carboxylate), C1(=CC=CC=C1)P(C1=CC=CC=C1)C1=CC=CC=C1 (triphenylphosphine). Run in ClCCl (dichloromethane). Run at temperature 0 celsius, time 30 minute. Yields the product BrCC1=CC=C(C=C1)C=1C=CN2C(C(=CC(=C2C1C)C1CC1)C(=O)OCC)=O (ethyl 8-(4-bromomethylphenyl)-1-cyclopropyl-9-methyl-4-oxo-4H-quinolizine-3-carboxylate). The yield is 76.3%. As a reaction SMILES: [CH:1]1([C:4]2[CH:5]=[C:6]([C:24]([O:26][CH2:27][CH3:28])=[O:25])[C:7](=[O:23])[N:8]3[C:13]=2[C:12]([CH3:14])=[C:11]([C:15]2[CH:20]=[CH:19][C:18]([CH2:21]O)=[CH:17][CH:16]=2)[CH:10]=[CH:9]3)[CH2:3][CH2:2]1.C(Br)(Br)(Br)[Br:30].C1(P(C2C=CC=CC=2)C2C=CC=CC=2)C=CC=CC=1>ClCCl>[Br:30][CH2:21][C:18]1[CH:19]=[CH:20][C:15]([C:11]2[CH:10]=[CH:9][N:8]3[C:13]([C:12]=2[CH3:14])=[C:4]([CH:1]2[CH2:3][CH2:2]2)[CH:5]=[C:6]([C:24]([O:26][CH2:27][CH3:28])=[O:25])[C:7]3=[O:23])=[CH:16][CH:17]=1. Procedure details: 327 mg of ethyl 1-cyclopropyl-8-(4-hydroxymethylphenyl)-9-methyl-4-oxo-4H-quinolizine-3-carboxylate (Example 51) was dissolved in 11 ml of dichloromethane. 380 mg of carbon tetrabromide was added to the obtained solution, and they were cooled to 0° C. 355 mg of triphenylphosphine was added to the reaction mixture, and they were stirred for 30 minutes. The reaction mixture was concentrated under reduced pressure. The obtained residue was purified by the silica gel column chromatography (eluent: h... The reactants are C(=O)N[C@H]1[C@@H]2N(C(=C(CS2)CCl)C(=O)OC(C2=CC=CC=C2)C2=CC=CC=C2)C1=O (benzhydryl 7β-formamido-3-chloromethyl-3-cephem-4-carboxylate), FC(C(=O)O)(F)F (trifluoroacetic acid), C(C)(C)OC(C)C (diisopropyl ether), CCCCCC (hexane). The solvent is ClCCl (dichloromethane), C1(=CC=CC=C1)OC (anisole). Run at temperature 5 celsius, time 1.2 hour. Product: C(=O)N[C@H]1[C@@H]2N(C(=C(CS2)CCl)C(=O)O)C1=O (7β-formamido-3-chloromethyl-3-cephem-4-carboxylic acid). Isolated yield 82.1%. RXN SMILES: [CH:1]([NH:3][C@@H:4]1[C:29](=[O:30])[N:6]2[C:7]([C:13]([O:15]C(C3C=CC=CC=3)C3C=CC=CC=3)=[O:14])=[C:8]([CH2:11][Cl:12])[CH2:9][S:10][C@H:5]12)=[O:2].FC(F)(F)C(O)=O.C(OC(C)C)(C)C.CCCCCC>ClCCl.C1(OC)C=CC=CC=1>[CH:1]([NH:3][C@@H:4]1[C:29](=[O:30])[N:6]2[C:7]([C:13]([OH:15])=[O:14])=[C:8]([CH2:11][Cl:12])[CH2:9][S:10][C@H:5]12)=[O:2]. Procedure: To a solution of benzhydryl 7β-formamido-3-chloromethyl-3-cephem-4-carboxylate (27.34 g) in a mixture of dichloromethane (137 ml) and anisole (27 ml) was added dropwise trifluoroacetic acid (54 ml) and the mixture was stirred at 5° C. for 1.2 hours. The mixture was added dropwise to a cooled mixture of diisopropyl ether (2 l) and hexane (2 l) and the resulting precipitates were collected by filtration, washed with a mixture of diisopropyl ether and hexane to give 7β-formamido-3-chloromethyl-3-ce... Starting materials: C1CCOC1, CCCCC(Sc1ccc(OCC(=O)OCC)c(C)c1)c1ccc(-c2ccc(C(F)(F)F)cc2)cc1, CO, Cl, [Na+], [OH-]. The product is CCCCC(Sc1ccc(OCC(=O)O)c(C)c1)c1ccc(-c2ccc(C(F)(F)F)cc2)cc1. Reaction SMILES: [CH2:40]1[O:41][CH2:42][CH2:43][CH2:44]1.[CH3:1][c:2]1[c:3]([O:30][CH2:31][C:32](=[O:33])[O:34][CH2:35][CH3:36])[cH:4][cH:5][c:6]([S:8][CH:9]([CH2:10][CH2:11][CH2:12][CH3:13])[c:14]2[cH:15][cH:16][c:17](-[c:20]3[cH:21][cH:22][c:23]([C:26]([F:27])([F:28])[F:29])[cH:24][cH:25]3)[cH:18][cH:19]2)[cH:7]1.[CH3:45][OH:46].[ClH:39].[Na+:38].[OH-:37]>>[CH3:1][c:2]1[c:3]([O:30][CH2:31][C:32](=[O:33])[OH:34])[cH:4][cH:5][c:6]([S:8][CH:9]([CH2:10][CH2:11][CH2:12][CH3:13])[c:14]2[cH:15][cH:16][c:17](-[c:20]3[cH:21][cH:22][c:23]([C:26]([F:27])([F:28])[F:29])[cH:24][cH:25]3)[cH:18][cH:19]2)[cH:7]1. Conditions: time 20 hour. The product is CC(C(CCCCC)C)C=1C=C(C=2C(C=3CCC(CC3OC2C1)C)C)O (3-(1,2-Dimethylheptyl)-5,6,7,8,-tetrahydro-1-hydroxy-6,9-dimethylxanthene). Procedure: A solution of 3.6 g. of 2-acetyl-5 -methylcyclohexanone and 5.6 g. of 5-(1,2-dimethylheptyl)resorcinol in 150 ml. of acetic acid is cooled to 15° and saturated with hydrogen chloride gas. The solution is allowed to warm to 25°, stirred for 20 hours and then heated for one hour on a steam bath. The reaction mixture is concentrated in vacuo, water is added and the residue is dissolved in ethyl acetate. The ethyl acetate solution is washed with water, dried (MgSO4) and concentrated to give a residu... Reactants: C(C)(=O)C1C(CC(CC1)C)=O (2-acetyl-5 -methylcyclohexanone), Cl (hydrogen chloride), CC(C(CCCCC)C)C=1C=C(C=C(O)C1)O (5-(1,2-dimethylheptyl)resorcinol). Run in C(C)(=O)O (acetic acid). RXN SMILES: [C:1]([CH:4]1[CH2:9][CH2:8][CH:7]([CH3:10])[CH2:6][C:5]1=O)(=O)[CH3:2].[CH3:12][CH:13]([C:21]1[CH:22]=[C:23]([OH:28])[CH:24]=[C:25]([CH:27]=1)[OH:26])[CH:14]([CH3:20])[CH2:15][CH2:16][CH2:17][CH2:18][CH3:19].Cl>C(O)(=O)C>[CH3:12][CH:13]([C:21]1[CH:27]=[C:25]([OH:26])[C:24]2[CH:1]([CH3:2])[C:4]3[CH2:9][CH2:8][CH:7]([CH3:10])[CH2:6][C:5]=3[O:28][C:23]=2[CH:22]=1)[CH:14]([CH3:20])[CH2:15][CH2:16][CH2:17][CH2:18][CH3:19]. The reactants are ClC1=C(N)C=C(C(=C1)[N+](=O)[O-])Cl (2,5-dichloro-p-nitroaniline), [OH-].[Na+] (sodium hydroxide), C1(C=CC(C2=CC=CC=C12)=O)=O (1,4-naphthoquinone), solution, O.NN (hydrazine hydrate). Solvent: O (water), O (water). Run at time 9 hour. The product is 34.0, ClC1=C(C=C(C(=C1)N)Cl)N (2,5-dichloro-p-phenylenediamine). The yield is 96.0%. RXN SMILES: [Cl:1][C:2]1[CH:8]=[C:7]([N+:9]([O-])=O)[C:6]([Cl:12])=[CH:5][C:3]=1[NH2:4].[OH-].[Na+].C1(=O)C2C(=CC=CC=2)C(=O)C=C1.O.NN>O>[Cl:1][C:2]1[CH:8]=[C:7]([NH2:9])[C:6]([Cl:12])=[CH:5][C:3]=1[NH2:4] |f:1.2,4.5|. Procedure details: A reaction vessel was charged with 200 g of water, 41.4 g of pulverized 2,5-dichloro-p-nitroaniline, 6 g of sodium hydroxide, 0.3 g of 1,4-naphthoquinone and 25 g of an 80% solution of hydrazine hydrate in water. The contents of the vessel were agitated at 85° to 95° C. for 9 hours to complete the reaction. The reaction product was filtered, washed with water and dried to give 34.0 of 2,5-dichloro-p-phenylenediamine. The reactants are CC(C)(C)[Si](OCCOCC(Oc1ncnc2c1cnn2-c1ccccc1C(F)(F)F)C(=O)Nc1ccccn1)(c1ccccc1)c1ccccc1, CCCC[N+](CCCC)(CCCC)CCCC, [F-], C1CCOC1. Product: O=C(Nc1ccccn1)C(COCCO)Oc1ncnc2c1cnn2-c1ccccc1C(F)(F)F. RXN SMILES: [C:19]([Si:20]([c:21]1[cH:22][cH:23][cH:59][cH:60][cH:61]1)([O:24][CH2:25][CH2:26][O:27][CH2:28][CH:29]([C:30](=[O:31])[NH:32][c:33]1[n:34][cH:35][cH:36][cH:37][cH:38]1)[O:39][c:40]1[c:41]2[c:42]([n:43][cH:44][n:45]1)[n:46](-[c:49]1[c:50]([C:55]([F:56])([F:57])[F:58])[cH:51][cH:52][cH:53][cH:54]1)[n:47][cH:48]2)[c:62]1[cH:63][cH:64][cH:65][cH:66][cH:67]1)([CH3:68])([CH3:69])[CH3:70].[CH3:2][CH2:3][CH2:4][CH2:5][N+:6]([CH2:7][CH2:8][CH2:9][CH3:10])([CH2:11][CH2:12][CH2:13][CH3:14])[CH2:15][CH2:16][CH2:17][CH3:18].[F-:1].[O:71]1[CH2:72][CH2:73][CH2:74][CH2:75]1>>[OH:24][CH2:25][CH2:26][O:27][CH2:28][CH:29]([C:30](=[O:31])[NH:32][c:33]1[n:34][cH:35][cH:36][cH:37][cH:38]1)[O:39][c:40]1[c:41]2[c:42]([n:43][cH:44][n:45]1)[n:46](-[c:49]1[c:50]([C:55]([F:56])([F:57])[F:58])[cH:51][cH:52][cH:53][cH:54]1)[n:47][cH:48]2. Starting materials: CC(=O)[O-], Cc1cc(C)nc(C)c1, CC(=O)OC(C)=O, O=CC=Cc1ccc([N+](=O)[O-])cc1, [Na+]. Product: Cc1cc(C)nc(C=CC=Cc2ccc([N+](=O)[O-])cc2)c1. RXN SMILES: [CH3:11][C:12](=[O:13])[O-:14].[CH3:1][c:2]1[n:3][c:4]([CH3:9])[cH:5][c:6]([CH3:8])[cH:7]1.[CH3:28][C:29]([O:30][C:31](=[O:32])[CH3:33])=[O:34].[N+:15](=[O:16])([O-:17])[c:18]1[cH:19][cH:20][c:21]([CH:22]=[CH:23][CH:24]=[O:25])[cH:26][cH:27]1.[Na+:10]>>[CH3:1][c:2]1[n:3][c:4]([CH:9]=[CH:24][CH:23]=[CH:22][c:21]2[cH:20][cH:19][c:18]([N+:15](=[O:16])[O-:17])[cH:27][cH:26]2)[cH:5][c:6]([CH3:8])[cH:7]1. Starting materials: COc1ccc(C2(O)CCN(Cc3ccccc3)CC2COC(c2ccccc2)(c2ccccc2)c2ccccc2)cc1, O=P(Cl)(Cl)Cl, c1ccncc1. Yields the product COc1ccc(C2=CCN(Cc3ccccc3)CC2COC(c2ccccc2)(c2ccccc2)c2ccccc2)cc1. As a reaction SMILES: [CH2:6]([c:7]1[cH:8][cH:9][cH:10][cH:11][cH:12]1)[N:13]1[CH2:14][CH:15]([CH2:28][O:29][C:30]([c:31]2[cH:32][cH:33][cH:34][cH:35][cH:36]2)([c:37]2[cH:38][cH:39][cH:40][cH:41][cH:42]2)[c:43]2[cH:44][cH:45][cH:46][cH:47][cH:48]2)[C:16]([OH:19])([c:20]2[cH:21][cH:22][c:23]([O:26][CH3:27])[cH:24][cH:25]2)[CH2:17][CH2:18]1.[P:1]([Cl:2])([Cl:3])([Cl:4])=[O:5].[cH:49]1[cH:50][cH:51][n:52][cH:53][cH:54]1>>[CH2:6]([c:7]1[cH:8][cH:9][cH:10][cH:11][cH:12]1)[N:13]1[CH2:14][CH:15]([CH2:28][O:29][C:30]([c:31]2[cH:32][cH:33][cH:34][cH:35][cH:36]2)([c:37]2[cH:38][cH:39][cH:40][cH:41][cH:42]2)[c:43]2[cH:44][cH:45][cH:46][cH:47][cH:48]2)[C:16]([c:20]2[cH:21][cH:22][c:23]([O:26][CH3:27])[cH:24][cH:25]2)=[CH:17][CH2:18]1.